describe an organic reaction: reactants, conditions, products, and yield From a dataset of the Open Reaction Database (ORD), a public repository of structured organic reaction records. The reactants are NC1=CC=CC(=N1)C(=O)NC(C)C=1C=NC(=CC1)OCC(F)(F)F (6-amino-N-(1-(6-(2,2,2-trifluoroethoxy)pyridin-3-yl)ethyl)picolinamide), C(CC)(=O)Cl (propionyl chloride). Yields the product C(CC)(=O)NC1=CC=CC(=N1)C(=O)NC(C)C=1C=NC(=CC1)OCC(F)(F)F (6-propionamido-N-(1-(6-(2,2,2-trifluoroethoxy)pyridin-3-yl)ethyl)picolinamide). Isolated yield 18.0%. Reaction SMILES: [NH2:1][C:2]1[N:7]=[C:6]([C:8]([NH:10][CH:11]([C:13]2[CH:14]=[N:15][C:16]([O:19][CH2:20][C:21]([F:24])([F:23])[F:22])=[CH:17][CH:18]=2)[CH3:12])=[O:9])[CH:5]=[CH:4][CH:3]=1.[C:25](Cl)(=[O:28])[CH2:26][CH3:27]>>[C:25]([NH:1][C:2]1[N:7]=[C:6]([C:8]([NH:10][CH:11]([C:13]2[CH:14]=[N:15][C:16]([O:19][CH2:20][C:21]([F:23])([F:24])[F:22])=[CH:17][CH:18]=2)[CH3:12])=[O:9])[CH:5]=[CH:4][CH:3]=1)(=[O:28])[CH2:26][CH3:27]. Reported procedure: The title compound is prepared in 18% yield (5.1 mg) from 6-amino-N-(1-(6-(2,2,2-trifluoroethoxy)pyridin-3-yl)ethyl)picolinamide (25 mg, 0.073 mmol, Step-1, single enantiomer) and propionyl chloride (24 mg, 0.26 mmol) by the similar manner in Step-2 of Example-8. Starting materials: CN(C=O)C (N,N-dimethylformamide), BrC1=C(C(=CC=C1)OCOC)O (2-bromo-6-methoxymethoxyphenol), C([O-])([O-])=O.[K+].[K+] (potassium carbonate), C1(CC1)CBr (cyclopropylmethyl bromide). The solvent is O (water). Run at temperature 80 celsius, time 2 hour. Yields the product BrC1=C(C(=CC=C1)OCOC)OCC1CC1 (1-Bromo-2-cyclopropylmethoxy-3-methoxymethoxybenzene). The yield is 83.9%. RXN SMILES: CN(C)C=O.[Br:6][C:7]1[CH:12]=[CH:11][CH:10]=[C:9]([O:13][CH2:14][O:15][CH3:16])[C:8]=1[OH:17].C(=O)([O-])[O-].[K+].[K+].[CH:24]1([CH2:27]Br)[CH2:26][CH2:25]1>O>[Br:6][C:7]1[CH:12]=[CH:11][CH:10]=[C:9]([O:13][CH2:14][O:15][CH3:16])[C:8]=1[O:17][CH2:27][CH:24]1[CH2:26][CH2:25]1 |f:2.3.4|. Reported procedure: To 200 ml of N,N-dimethylformamide solution containing 23.3 g (0.10 mol) of 2-bromo-6-methoxymethoxyphenol (see Synthesis, 2001, 741-744) were added 13.8 g (0.10 mol) of potassium carbonate and 19.5 ml (0.20 mol) of cyclopropylmethyl bromide, and the mixture was stirred at 80° C. for 2 hours. After completion of the reaction, water was added to the reaction mixture, and extracted with toluene. The organic layer after separation was washed with a saturated aqueous solution of sodium chloride, dri... Reactants: O=C(O)CCCBr, C1CCOC1, O, OCc1ccccc1, c1ccc(P(c2ccccc2)c2ccccc2)cc1. Product: O=C(CCCBr)OCc1ccccc1. RXN SMILES: [Br:1][CH2:2][CH2:3][CH2:4][C:5](=[O:6])[OH:7].[O:36]1[CH2:37][CH2:38][CH2:39][CH2:40]1.[OH2:35].[OH:8][CH2:9][c:10]1[cH:11][cH:12][cH:13][cH:14][cH:15]1.[c:16]1([P:17]([c:18]2[cH:19][cH:20][cH:21][cH:22][cH:23]2)[c:24]2[cH:25][cH:26][cH:27][cH:28][cH:29]2)[cH:30][cH:31][cH:32][cH:33][cH:34]1>>[Br:1][CH2:2][CH2:3][CH2:4][C:5](=[O:6])[O:7][CH2:9][c:10]1[cH:11][cH:12][cH:13][cH:14][cH:15]1. Reactants: [BH4-], CC(=O)Oc1c(C)c(C)c2c(c1C)C(=O)CC(C)(COc1ccc([N+](=O)[O-])cc1)O2, CO, Cl, [Na+], c1ccccc1. The product is CC(=O)Oc1c(C)c(C)c2c(c1C)C(O)CC(C)(COc1ccc([N+](=O)[O-])cc1)O2. Reaction SMILES: [BH4-:1].[C:3]([CH3:4])(=[O:5])[O:6][c:7]1[c:8]([CH3:32])[c:9]2[c:14]([c:15]([CH3:18])[c:16]1[CH3:17])[O:13][C:12]([CH2:19][O:20][c:21]1[cH:22][cH:23][c:24]([N+:27](=[O:28])[O-:29])[cH:25][cH:26]1)([CH3:30])[CH2:11][C:10]2=[O:31].[CH3:33][OH:34].[ClH:35].[Na+:2].[cH:36]1[cH:37][cH:38][cH:39][cH:40][cH:41]1>>[C:3]([CH3:4])(=[O:5])[O:6][c:7]1[c:8]([CH3:32])[c:9]2[c:14]([c:15]([CH3:18])[c:16]1[CH3:17])[O:13][C:12]([CH2:19][O:20][c:21]1[cH:22][cH:23][c:24]([N+:27](=[O:28])[O-:29])[cH:25][cH:26]1)([CH3:30])[CH2:11][CH:10]2[OH:31]. Reactants: C(#N)C=1C=C(CN2CCC3(C(=NC(N3C3=CC(=CC=C3)F)=O)NC3CCCCC3)CC2)C=CC1 (8-[3-cyanobenzyl]-4-(cyclohexylamino)-1-(3-fluorophenyl)-1,3,8-triazaspiro[4.5]dec-3-en-2-one). The solvent is CCO (EtOH). Conditions: time 8 hour. Yields the product NCC=1C=C(CN2CCC3(C(=NC(N3C3=CC(=CC=C3)F)=O)NC3CCCCC3)CC2)C=CC1 (8-[3-(aminomethyl)benzyl]-4-(cyclohexylamino)-1-(3-fluorophenyl)-1,3,8-triazaspiro[4.5]dec-3-en-2-one). RXN SMILES: [C:1]([C:3]1[CH:4]=[C:5]([CH:32]=[CH:33][CH:34]=1)[CH2:6][N:7]1[CH2:31][CH2:30][C:10]2([N:14]([C:15]3[CH:20]=[CH:19][CH:18]=[C:17]([F:21])[CH:16]=3)[C:13](=[O:22])[N:12]=[C:11]2[NH:23][CH:24]2[CH2:29][CH2:28][CH2:27][CH2:26][CH2:25]2)[CH2:9][CH2:8]1)#[N:2]>CCO>[NH2:2][CH2:1][C:3]1[CH:4]=[C:5]([CH:32]=[CH:33][CH:34]=1)[CH2:6][N:7]1[CH2:31][CH2:30][C:10]2([N:14]([C:15]3[CH:20]=[CH:19][CH:18]=[C:17]([F:21])[CH:16]=3)[C:13](=[O:22])[N:12]=[C:11]2[NH:23][CH:24]2[CH2:29][CH2:28][CH2:27][CH2:26][CH2:25]2)[CH2:9][CH2:8]1. Reported procedure: A 50 mL EtOH suspension of 0.470 g (1.02 mmol) 8-[3-cyanobenzyl]-4-(cyclohexylamino)-1-(3-fluorophenyl)-1,3,8-triazaspiro[4.5]dec-3-en-2-one (Example (7-12)) and a small amount of Raney Nickel (in water) was first evacuated and flushed with N2 3 times then put under a H2 balloon and allowed to stir overnight. The catalyst was filtered and the filtrate concentrated in vacuo to pure product. Reported procedure: This compound was synthesized as a yellow oily substance from ethyl 3-cyclohexylamino-3-methylthio-2-cyanoacrylate and 2-aminomethyl-4-(p-fluorobenzyl)morpholine according to the same procedure as in Example 8. Yield=10%. The yield is 10.0%. Yields the product C1(CCCCC1)NC(=C(C(=O)OCC)C#N)NCC1CN(CCO1)CC1=CC=C(C=C1)F (Ethyl 3-cyclohexylamino-3-[4-(p-fluorobenzyl)-2-morpholinylmethylamino]-2-cyanoacrylate). Reaction SMILES: [CH:1]1([NH:7][C:8](SC)=[C:9]([C:15]#[N:16])[C:10]([O:12][CH2:13][CH3:14])=[O:11])[CH2:6][CH2:5][CH2:4][CH2:3][CH2:2]1.[NH2:19][CH2:20][CH:21]1[O:26][CH2:25][CH2:24][N:23]([CH2:27][C:28]2[CH:33]=[CH:32][C:31]([F:34])=[CH:30][CH:29]=2)[CH2:22]1>>[CH:1]1([NH:7][C:8]([NH:19][CH2:20][CH:21]2[O:26][CH2:25][CH2:24][N:23]([CH2:27][C:28]3[CH:33]=[CH:32][C:31]([F:34])=[CH:30][CH:29]=3)[CH2:22]2)=[C:9]([C:15]#[N:16])[C:10]([O:12][CH2:13][CH3:14])=[O:11])[CH2:6][CH2:5][CH2:4][CH2:3][CH2:2]1. Reactants: C1(CCCCC1)NC(=C(C(=O)OCC)C#N)SC (ethyl 3-cyclohexylamino-3-methylthio-2-cyanoacrylate), NCC1CN(CCO1)CC1=CC=C(C=C1)F (2-aminomethyl-4-(p-fluorobenzyl)morpholine).